From a dataset of the Open Reaction Database (ORD), a public repository of structured organic reaction records. describe an organic reaction: reactants, conditions, products, and yield The reactants are compound, BrC=1C=C2C(=NC1)N(C(O2)=O)CC2=CC=CC=C2 (6-bromo-3-benzyloxazolo[4,5-b]pyridin-2(3H)-one), BrC=1C=C2C(=NC1)N(C(O2)=O)C (6-bromo-3-methyloxazolo[4,5-b]pyridin-2(3H)-one). Yields the product C(C1=CC=CC=C1)N1C(OC=2C1=NC=C(C2)C(C)=O)=O (3-BENZYL-6-ACETYLOXAZOLO[4,5-b]PYRIDIN-2(3H)-ONE). As a reaction SMILES: Br[C:2]1[CH:3]=[C:4]2[O:10][C:9](=[O:11])[N:8]([CH2:12][C:13]3[CH:18]=[CH:17][CH:16]=[CH:15][CH:14]=3)[C:5]2=[N:6][CH:7]=1.BrC1[CH:21]=[C:22]2[O:28]C(=O)N(C)C2=NC=1>>[CH2:12]([N:8]1[C:5]2=[N:6][CH:7]=[C:2]([C:22](=[O:28])[CH3:21])[CH:3]=[C:4]2[O:10][C:9]1=[O:11])[C:13]1[CH:18]=[CH:17][CH:16]=[CH:15][CH:14]=1. Procedure: The method of operation is the same as that used for the synthesis of the compound of Example 1 (coupling with 1-ethoxy-1-(trimethylstannyl)ethylene), 6-bromo-3-benzyloxazolo[4,5-b]pyridin-2(3H)-one from Preparation 13 being used instead of 6-bromo-3-methyloxazolo[4,5-b]pyridin-2(3H)-one. The yield obtained is 75%. ##STR47## Reactants: C(C)ONC(=O)C=1C=C(C=CC1)[N+](=O)[O-] (3-ethoxycarbamoylnitrobenzene), 2B, C(C)(=O)C=1C(OC(=C(C1O)C(C)=O)O)=O (3,5-diacetyl-4,6-dihydroxy-2H-pyranone). Reagents/catalysts: [Pd] (palladium-on-carbon). The solvent is C(C)O (ethanol). Run at time 1 hour. The product is C(C)(=O)C1=C(C(C(OC1=O)=O)=C(C)NC1=CC(=CC=C1)C(NOCC)=O)O (5-acetyl-4-hydroxy-3-[1-(3-ethoxycarbamoylphenylamino)ethylidene]-2H-pyran-2,6-(3H)-dione). As a reaction SMILES: [CH2:1]([O:3][NH:4][C:5]([C:7]1[CH:8]=[C:9]([N+:13]([O-])=O)[CH:10]=[CH:11][CH:12]=1)=[O:6])[CH3:2].[C:16]([C:19]1[C:20](=[O:30])[O:21][C:22]([OH:29])=[C:23]([C:26](=O)[CH3:27])[C:24]=1[OH:25])(=[O:18])[CH3:17]>[Pd].C(O)C>[C:16]([C:19]1[C:20](=[O:30])[O:21][C:22](=[O:29])[C:23](=[C:26]([NH:13][C:9]2[CH:10]=[CH:11][CH:12]=[C:7]([C:5](=[O:6])[NH:4][O:3][CH2:1][CH3:2])[CH:8]=2)[CH3:27])[C:24]=1[OH:25])(=[O:18])[CH3:17]. Procedure details: A solution of 2.0 g. (0.0095 mol) of 3-ethoxycarbamoylnitrobenzene in 100 ml. of 2B ethanol was hydrogenated over 200 mg. of 10% palladium-on-carbon at 50 psi. Reduction was complete in 1 hour, the catalyst was filtered and to the filtrate was added 1.71 g. (0.0095 mol) of 3,5-diacetyl-4,6-dihydroxy-2H-pyranone. The mixture was heated under reflux for 1.5 hours, cooled, and the product filtered to yield 5-acetyl-4-hydroxy-3-[1-(3-ethoxycarbamoylphenylamino)ethylidene]-2H-pyran-2,6-(3H)-dione, m.... The reactants are CCOC(=O)/N=N/C(=O)OCC (diethylazodicarboxylate), CC1=C(OC(C[C@H](N)C(=O)O)C(=O)O)C=CC=C1 (4-(2-methylphenoxy)glutamic acid), C1(=CC=CC=C1)P(C1=CC=CC=C1)C1=CC=CC=C1 (triphenylphosphine), OC1=CC=2CC3=CC=CC=C3C2C=C1 (2-hydroxyfluorene). The solvent is O1CCCC1 (tetrahydrofuran), O1CCCC1 (tetrahydrofuran). Conditions: time 24 hour. The product is C1=C(C=CC=2C3=CC=CC=C3CC12)OC1C(NC(C1)C(=O)OC)=O (methyl 3-(2-fluorenoxy)-2-pyrrolidone-5-carboxylate). The yield is 89.2%. As a reaction SMILES: C[C:2]1[CH:18]=[CH:17][CH:16]=[CH:15][C:3]=1[O:4][CH:5]([C:12]([OH:14])=O)[CH2:6][C@@H:7]([C:9]([OH:11])=[O:10])[NH2:8].[C:19]1(P(C2C=CC=CC=2)C2C=CC=CC=2)C=CC=CC=1.O[C:39]1[CH:51]=[CH:50][C:49]2C3C(=CC=CC=3)[CH2:42][C:41]=2[CH:40]=1.CCOC(/N=N/C(OCC)=O)=O>O1CCCC1>[CH:15]1[C:16]2[CH2:42][C:41]3[C:40](=[CH:39][CH:51]=[CH:50][CH:49]=3)[C:17]=2[CH:18]=[CH:2][C:3]=1[O:4][CH:5]1[CH2:6][CH:7]([C:9]([O:11][CH3:19])=[O:10])[NH:8][C:12]1=[O:14]. Procedure: A mixture of the compound prepared as described in Example 4 (0.462 g), triphenylphosphine (0.864 g), and 2-hydroxyfluorene (0.600 g) in tetrahydrofuran (4.2 ml) was cooled to approximately 1°-2° C., and treated with a solution of diethylazodicarboxylate (0.573 g) in tetrahydrofuran (1.7 ml) over a five minute period. After the addition was complete, the reaction was allowed to warm to room temperature. After about 24 hours, the resulting suspension was filtered, and the insolubles washed with t... The reactants are COc1ccc(CC(=O)O)cc1, Cc1ccc([N+](=O)[O-])cc1N. The reagents and catalysts are COC1=NC(=NC(=N1)Cl)Cl (2,4-Dichloro-6-methoxy-1,3,5-triazine), CCN(C(C)C)C(C)C (DIPEA). Solvent: CN(C)C=O (DMF), CN(C)C=O (DMF), CN(C)C=O (DMF), CN(C)C=O (DMF), CN(C)C=O (DMF), CN(C)C=O (DMF). Conditions: temperature 25 celsius, time 2 hour. Yields the product COc1ccc(CC(=O)Nc2cc([N+](=O)[O-])ccc2C)cc1. Yield: 3.3%. RXN SMILES: Cc1ccc([N+](=O)[O-])cc1N.COc1ccc(CC(=O)O)cc1.COC1=NC(=NC(=N1)Cl)Cl.CCN(C(C)C)C(C)C.CN(C)C=O>>COc1ccc(CC(=O)Nc2cc([N+](=O)[O-])ccc2C)cc1.